This data is from the Open Reaction Database (ORD), a public repository of structured organic reaction records. The task is: describe an organic reaction: reactants, conditions, products, and yield Starting materials: CCOC(=O)c1cc2c(n1CC#N)CCCC2, CCOC(C)=O, CCO, Cl. Product: CCOC(=O)c1cc2c(n1CCN)CCCC2. Reaction SMILES: [C:1](#[N:2])[CH2:3][n:4]1[c:5]([C:13](=[O:14])[O:15][CH2:16][CH3:17])[cH:6][c:7]2[c:12]1[CH2:11][CH2:10][CH2:9][CH2:8]2.[CH3:19][CH2:20][O:21][C:22](=[O:23])[CH3:24].[CH3:25][CH2:26][OH:27].[ClH:18]>>[CH2:1]([NH2:2])[CH2:3][n:4]1[c:5]([C:13](=[O:14])[O:15][CH2:16][CH3:17])[cH:6][c:7]2[c:12]1[CH2:11][CH2:10][CH2:9][CH2:8]2. Reactants: CC(C)(C)OC(=O)N1CCC(c2csc(Nc3ncc(Br)cc3Oc3ccccc3)n2)CC1, CCN(C(C)C)C(C)C, C1COCCO1, O=C(C=Cc1ccccc1)C=Cc1ccccc1, O=C(C=Cc1ccccc1)C=Cc1ccccc1, O=C(C=Cc1ccccc1)C=Cc1ccccc1, [Pd], [Pd], COC(=O)CCS. The product is COC(=O)CCSc1cnc(Nc2nc(C3CCN(C(=O)OC(C)(C)C)CC3)cs2)c(Oc2ccccc2)c1. RXN SMILES: [Br:1][c:2]1[cH:3][c:4]([O:27][c:28]2[cH:29][cH:30][cH:31][cH:32][cH:33]2)[c:5]([NH:8][c:9]2[s:10][cH:11][c:12]([CH:14]3[CH2:15][CH2:16][N:17]([C:20](=[O:21])[O:22][C:23]([CH3:24])([CH3:25])[CH3:26])[CH2:18][CH2:19]3)[n:13]2)[n:6][cH:7]1.[CH2:34]([N:35]([CH:36]([CH3:37])[CH3:38])[CH:39]([CH3:40])[CH3:41])[CH3:42].[O:106]1[CH2:107][CH2:108][O:109][CH2:110][CH2:111]1.[O:52]=[C:53]([CH:54]=[CH:55][c:56]1[cH:57][cH:58][cH:59][cH:60][cH:61]1)[CH:62]=[CH:63][c:64]1[cH:65][cH:66][cH:67][cH:68][cH:69]1.[O:70]=[C:71]([CH:72]=[CH:73][c:74]1[cH:75][cH:76][cH:77][cH:78][cH:79]1)[CH:80]=[CH:81][c:82]1[cH:83][cH:84][cH:85][cH:86][cH:87]1.[O:88]=[C:89]([CH:90]=[CH:91][c:92]1[cH:93][cH:94][cH:95][cH:96][cH:97]1)[CH:98]=[CH:99][c:100]1[cH:101][cH:102][cH:103][cH:104][cH:105]1.[Pd:50].[Pd:51].[SH:43][CH2:44][CH2:45][C:46](=[O:47])[O:48][CH3:49]>>[c:2]1([S:43][CH2:44][CH2:45][C:46](=[O:47])[O:48][CH3:49])[cH:3][c:4]([O:27][c:28]2[cH:29][cH:30][cH:31][cH:32][cH:33]2)[c:5]([NH:8][c:9]2[s:10][cH:11][c:12]([CH:14]3[CH2:15][CH2:16][N:17]([C:20](=[O:21])[O:22][C:23]([CH3:24])([CH3:25])[CH3:26])[CH2:18][CH2:19]3)[n:13]2)[n:6][cH:7]1. Starting materials: FC1=C(C=C(C(=C1)F)F)O (2,4,5-trifluorophenol), BrC[C@H](CCl)C ((2S)-1-bromo-3-chloro-2-methylpropane). Yields the product ClC[C@@H](COC1=C(C=C(C(=C1)F)F)F)C (1-{[(2R)-3-CHLORO-2-METHYLPROPYL]OXY}-2,4,5-TRIFLUOROBENZENE). As a reaction SMILES: [F:1][C:2]1[CH:7]=[C:6]([F:8])[C:5]([F:9])=[CH:4][C:3]=1[OH:10].Br[CH2:12][C@@H:13]([CH3:16])[CH2:14][Cl:15]>>[Cl:15][CH2:14][C@H:13]([CH3:16])[CH2:12][O:10][C:3]1[CH:4]=[C:5]([F:9])[C:6]([F:8])=[CH:7][C:2]=1[F:1]. Reported procedure: Prepared by Procedure U and Scheme AK using 2,4,5-trifluorophenol and (2S)-1-bromo-3-chloro-2-methylpropane. Starting materials: Br.ClC=1C=C(C=CC1Cl)C1(CCC1)C(CSC1=NCCCN1)=O (1-[1-(3,4-dichlorophenyl)cyclobutyl]-2-(3,4,5,6-tetrahydropyrimidin-2-ylthio)ethanone hydrobromide). Run in C(C)(=O)O (acetic acid). Product: Br.ClC=1C=C(C=CC1Cl)C1(CCC1)C1=CSC=2N1CCCN2 (3-[1-(3,4-dichlorophenyl)cyclobutyl]-6,7-dihydro-5H-thiazolo[3,2-a]pyrimidine hydrobromide). As a reaction SMILES: [BrH:1].[Cl:2][C:3]1[CH:4]=[C:5]([C:10]2([C:14](=O)[CH2:15][S:16][C:17]3[NH:22][CH2:21][CH2:20][CH2:19][N:18]=3)[CH2:13][CH2:12][CH2:11]2)[CH:6]=[CH:7][C:8]=1[Cl:9]>C(O)(=O)C>[BrH:1].[Cl:2][C:3]1[CH:4]=[C:5]([C:10]2([C:14]3[N:22]4[CH2:21][CH2:20][CH2:19][N:18]=[C:17]4[S:16][CH:15]=3)[CH2:13][CH2:12][CH2:11]2)[CH:6]=[CH:7][C:8]=1[Cl:9] |f:0.1,3.4|. Procedure: A suspension of 1-[1-(3,4-dichlorophenyl)cyclobutyl]-2-(3,4,5,6-tetrahydropyrimidin-2-ylthio)ethanone hydrobromide (2.0 g—prepared in a manner similar to that described above) in acetic acid (7 ml) was heated under reflux for 16 hours, then allowed to cool to ambient temperature. The solvent was removed in vacuo, the residue was triturated with ether (50 ml), and the resulting solid was collected by filtration, washed with ether (50 ml), and dried in vacuo at ambient temperature to give 3-[1-(3,... Starting materials: COC1CN(CC1)C(=O)C1=CC2=NC=CC(=C2S1)OC1=CC2=C(C(=C(O2)C)C(=O)O)C=C1 (6-[2-(3-methoxypyrrolidine-1-carbonyl)-thieno[3,2-b]pyridin-7-yloxy]-2-methyl-benzofuran-3-carboxylic acid), C(C(=O)Cl)(=O)Cl (oxalyl chloride), N1(CCOCC1)CCN (2-(morpholin-4-yl)ethylamine). Yields the product N1(CCOCC1)CCNC(=O)C1=C(OC2=C1C=CC(=C2)OC2=C1C(=NC=C2)C=C(S1)C(=O)N1CC(CC1)OC)C (6-[2-(3-Methoxy-pyrrolidine-1-carbonyl)-thieno[3,2-b]pyridin-7-yloxy]-2-methyl-benzofuran-3-carboxylic acid (2-morpholin-4-yl-ethyl)-amide). As a reaction SMILES: [CH3:1][O:2][CH:3]1[CH2:7][CH2:6][N:5]([C:8]([C:10]2[S:18][C:17]3[C:12](=[N:13][CH:14]=[CH:15][C:16]=3[O:19][C:20]3[CH:32]=[CH:31][C:23]4[C:24]([C:28]([OH:30])=O)=[C:25]([CH3:27])[O:26][C:22]=4[CH:21]=3)[CH:11]=2)=[O:9])[CH2:4]1.C(Cl)(=O)C(Cl)=O.[N:39]1([CH2:45][CH2:46][NH2:47])[CH2:44][CH2:43][O:42][CH2:41][CH2:40]1>>[N:39]1([CH2:45][CH2:46][NH:47][C:28]([C:24]2[C:23]3[CH:31]=[CH:32][C:20]([O:19][C:16]4[CH:15]=[CH:14][N:13]=[C:12]5[CH:11]=[C:10]([C:8]([N:5]6[CH2:6][CH2:7][CH:3]([O:2][CH3:1])[CH2:4]6)=[O:9])[S:18][C:17]=45)=[CH:21][C:22]=3[O:26][C:25]=2[CH3:27])=[O:30])[CH2:44][CH2:43][O:42][CH2:41][CH2:40]1. Procedure details: This material was prepared from 6-[2-(3-methoxypyrrolidine-1-carbonyl)-thieno[3,2-b]pyridin-7-yloxy]-2-methyl-benzofuran-3-carboxylic acid 89e by treatment with oxalyl chloride and 2-(morpholin-4-yl)ethylamine in a manner as previously described for example 16d. 1H NMR (DMSO-d6) δ 8.57 (1H, d, J=5.1 Hz), 8.06 (1H,s), 7.97 (1H, bs), 7.83 (1H, d, J=8.6 Hz), 7.66 (1H, s), 7.27 (1H, d, J=8.3 Hz), 6.71 (1H, d, J=5.3 Hz), 4.20–3.95 (4H, m), 3.70–3.35 (10H, m), 3.25 (3H, d, J=12.6 Hz), 2.64 (3H, s), 2.... Reactants: Cl (hydrochloric acid), COC(COCCCCN1C(CC[C@@H]1\C=C\C(CCCCC)=O)=O)=O ({4-[(R)-2-Oxo-5-((E)-3-oxo-oct-1-enyl)-pyrrolidin-1-yl]-butoxy}-acetic acid methyl ester), O[C@H](/C=C/[C@@H]1N(C(CC1)=O)CCSCCCC(=O)O)CCCCC (4-[(2-{(2R)2-[(1E,3S)-3-hydroxyoct-1-enyl]-5-oxopyrrolidin-1-yl }ethyl)thio]butanoic Acid), B1(N2CCC[C@@H]2C(O1)(C3=CC=CC=C3)C4=CC=CC=C4)C ((R)-2-methyl-CBS-oxazaborolidine). Run in CO (methanol), C1(=CC=CC=C1)C (toluene). Conditions: temperature -26 celsius, time 7 hour. The product is COC(COCCCCN1[C@H](CCC1=O)\C=C\[C@H](CCCCC)O)=O ({4-[(R)-2-((E)-(S)-3-hydroxy-oct-1-enyl)-5-oxo-pyrrolidin-1-yl]-butoxy}-acetic acid methyl ester). Reaction SMILES: [CH3:1][O:2][C:3](=[O:25])[CH2:4][O:5][CH2:6][CH2:7][CH2:8][CH2:9][N:10]1[C@@H:14](/[CH:15]=[CH:16]/[C:17](=[O:23])[CH2:18][CH2:19][CH2:20][CH2:21][CH3:22])[CH2:13][CH2:12][C:11]1=[O:24].O[C@@H](CCCCC)/C=C/[C@H]1CCC(=O)N1CCSCCCC(O)=O.B1(C)OC(C2C=CC=CC=2)(C2C=CC=CC=2)[C@@H]2N1CCC2.Cl>C1(C)C=CC=CC=1.CO>[CH3:1][O:2][C:3](=[O:25])[CH2:4][O:5][CH2:6][CH2:7][CH2:8][CH2:9][N:10]1[C:11](=[O:24])[CH2:12][CH2:13][C@@H:14]1/[CH:15]=[CH:16]/[C@@H:17]([OH:23])[CH2:18][CH2:19][CH2:20][CH2:21][CH3:22]. Procedure details: A solution of the {4-[(R)-2-Oxo-5-((E)-3-oxo-oct-1-enyl)-pyrrolidin-1-yl]-butoxy}-acetic acid methyl ester prepared as in Example 1 (250 mg, 0.71 mmol) in 10 mL of anhydrous toluene was added dropwise to a −26° C. solution of (R)-2-methyl-CBS-oxazaborolidine (Aldrich, 1 M in toluene, 0.35 mL) and borane-methyl sulfide complex (10 M, 0.07 mL). The reaction was stirred under nitrogen for 7 hours at −26° C. and then a solution of hydrochloric acid in methanol (2 M, 1-2 mL) was added. The solution w... Starting materials: FC(F)=C(F)CCBr, CN(C)C=O, C1COCCO1, Cc1nnc(-c2nnc(S)o2)o1. The product is Cc1nnc(-c2nnc(SCCC(F)=C(F)F)o2)o1. As a reaction SMILES: [Br:19][CH2:20][CH2:21][C:22](=[C:23]([F:24])[F:25])[F:26].[CH3:27][N:28]([CH3:29])[CH:30]=[O:31].[O:13]1[CH2:14][CH2:15][O:16][CH2:17][CH2:18]1.[SH:1][c:2]1[o:3][c:4](-[c:7]2[n:8][n:9][c:10]([CH3:12])[o:11]2)[n:5][n:6]1>>[S:1]([c:2]1[o:3][c:4](-[c:7]2[n:8][n:9][c:10]([CH3:12])[o:11]2)[n:5][n:6]1)[CH2:20][CH2:21][C:22](=[C:23]([F:24])[F:25])[F:26]. Reactants: [OH-].[NH4+] (ammonium hydroxide), IC1=CC=C(N)C=C1 (4-iodo-aniline), C1(CCCC1)=O (cyclopentanone), C[Si](C)(C)C#N (trimethylsilyl cyanide). The solvent is C(C)(=O)O (acetic acid). Run at time 15 minute. Product: IC1=CC=C(C=C1)NC1(CCCC1)C#N (1-(4-iodo-phenylamino)-cyclopentanecarbonitrile). Isolated yield 94.0%. Reaction SMILES: [I:1][C:2]1[CH:8]=[CH:7][C:5]([NH2:6])=[CH:4][CH:3]=1.[C:9]1(=O)[CH2:13][CH2:12][CH2:11][CH2:10]1.C[Si]([C:19]#[N:20])(C)C.[OH-].[NH4+]>C(O)(=O)C>[I:1][C:2]1[CH:8]=[CH:7][C:5]([NH:6][C:9]2([C:19]#[N:20])[CH2:13][CH2:12][CH2:11][CH2:10]2)=[CH:4][CH:3]=1 |f:3.4|. Procedure details: 3.5 g (16 mmol) of 4-iodo-aniline are added to a solution of 1.3 ml (14.7 mmol) of cyclopentanone in 20 ml of acetic acid at 0° C. The solution is stirred for 15 minutes and 2 ml (15 mmol) of trimethylsilyl cyanide are added. The reaction medium is stirred for one night at ambient temperature. It is then poured gently into a solution of ice-cooled ammonium hydroxide until the pH is basic and extracted with dichloromethane. The organic phases are combined and washed with water. They are dried ove... Reactants: Cl.N=C(C1=CC=C(C(=O)OC)C=C1)OC (methyl 4-(imino(methoxy)methyl)benzoate hydrochloride), N1=CC=CC=C1 (pyridine), Cl.FC(OC1=CC=C(C=C1)NN)(F)F ((4-(trifluoromethoxy)phenyl)hydrazine hydrochloride). The solvent is O (water). The product is FC(OC1=CC=C(C=C1)N1N=C(N=C1)C1=CC=C(C(=O)OC)C=C1)(F)F (methyl 4-(1-(4-(trifluoromethoxy)phenyl)-1H-1,2,4-triazol-3-yl)benzoate). RXN SMILES: Cl.[NH:2]=[C:3](OC)[C:4]1[CH:13]=[CH:12][C:7]([C:8]([O:10][CH3:11])=[O:9])=[CH:6][CH:5]=1.Cl.[F:17][C:18]([F:29])([F:28])[O:19][C:20]1[CH:25]=[CH:24][C:23]([NH:26][NH2:27])=[CH:22][CH:21]=1.N1C=CC=C[CH:31]=1>O>[F:17][C:18]([F:28])([F:29])[O:19][C:20]1[CH:21]=[CH:22][C:23]([N:26]2[CH:31]=[N:2][C:3]([C:4]3[CH:5]=[CH:6][C:7]([C:8]([O:10][CH3:11])=[O:9])=[CH:12][CH:13]=3)=[N:27]2)=[CH:24][CH:25]=1 |f:0.1,2.3|. Reported procedure: To a magnetically stirred solution of methyl 4-(imino(methoxy)methyl)benzoate hydrochloride (1.15 g, 5.00 mmol) in anhydrous pyridine (5 mL) cooled by an ice bath was added (4-(trifluoromethoxy)phenyl)hydrazine hydrochloride (1.14 g, 5.00 mmol) in several portions. After warming to room temperature overnight (18 h), the yellow reaction mixture was diluted with water (25 mL) and washed with CH2CI2 (2×50 mL). The combined organic layers were washed with brine, dried over MgSO4, filtered, and conce... Reactants: NC1=C(C#N)C(=C(C=C1)C#CC1=CC=C(C=C1)C(F)(F)F)C (2-amino-6-methyl-5-[(4-trifluoromethylphenyl)ethynyl]benzonitrile), Cl.ClC(=N)N (chloroformamidine hydrochloride). The solvent is C(C)OCC (diethyl ether), COCCOCCOC (2-methoxyethyl ether). The product is NC1=NC2=CC=C(C(=C2C(=N1)N)C)C(=CC1=CC=C(C=C1)C(F)(F)F)Cl (2,4-diamino-5-methyl-6-[1-chloro-2-(4-trifluoromethylphenyl)ethenyl]quinazoline). The yield is 46.9%. As a reaction SMILES: [NH2:1][C:2]1[CH:9]=[CH:8][C:7]([C:10]#[C:11][C:12]2[CH:17]=[CH:16][C:15]([C:18]([F:21])([F:20])[F:19])=[CH:14][CH:13]=2)=[C:6]([CH3:22])[C:3]=1[C:4]#[N:5].[ClH:23].Cl[C:25]([NH2:27])=[NH:26]>COCCOCCOC.C(OCC)C>[NH2:27][C:25]1[N:26]=[C:4]([NH2:5])[C:3]2[C:2](=[CH:9][CH:8]=[C:7]([C:10]([Cl:23])=[CH:11][C:12]3[CH:17]=[CH:16][C:15]([C:18]([F:19])([F:20])[F:21])=[CH:14][CH:13]=3)[C:6]=2[CH3:22])[N:1]=1 |f:1.2|. Reported procedure: This compound was prepared in a manner analogous to that of Step E of Example 1, using 2.7 grams (0.009 mole) of 2-amino-6-methyl-5-[(4-trifluoromethylphenyl)ethynyl]benzonitrile and 1.2 grams (0.011 mole) of chloroformamidine hydrochloride in 10 mL of 2-methoxyethyl ether. Upon completion of the reaction, the reaction mixture was diluted with 200 mL of diethyl ether. The resultant solid was collected by filtration, and was dissolved in a hot mixture of 300 mL of water and 100 mL of n-propanol. ...